Dataset: the Open Reaction Database (ORD), a public repository of structured organic reaction records. Task: describe an organic reaction: reactants, conditions, products, and yield Starting materials: BrB(Br)Br, COc1ccc2oc(-c3ccc(N(C)C)cc3)cc(=O)c2c1, ClCCl. Yields the product CN(C)c1ccc(-c2cc(=O)c3cc(O)ccc3o2)cc1. RXN SMILES: [B:1]([Br:2])([Br:3])[Br:4].[CH3:5][O:6][c:7]1[cH:8][c:9]2[c:10](=[O:26])[cH:11][c:12](-[c:17]3[cH:18][cH:19][c:20]([N:23]([CH3:24])[CH3:25])[cH:21][cH:22]3)[o:13][c:14]2[cH:15][cH:16]1.[Cl:27][CH2:28][Cl:29]>>[OH:6][c:7]1[cH:8][c:9]2[c:10](=[O:26])[cH:11][c:12](-[c:17]3[cH:18][cH:19][c:20]([N:23]([CH3:24])[CH3:25])[cH:21][cH:22]3)[o:13][c:14]2[cH:15][cH:16]1.